Dataset: the Open Reaction Database (ORD), a public repository of structured organic reaction records. Task: describe an organic reaction: reactants, conditions, products, and yield Reactants: CC12C=CC(=O)C=C1CCC1C2CCC2(C)C(=O)NCC12, CO, ClC(Cl)Cl. Yields the product C=C1CC2C(CCC3(C)C(=O)NCC23)C2(C)C=CC(=O)C=C12. Reaction SMILES: [CH3:1][C:2]12[C:3](=[O:21])[NH:4][CH2:5][CH:6]1[CH:7]1[CH2:8][CH2:9][C:10]3=[CH:11][C:12](=[O:20])[CH:13]=[CH:14][C:15]3([CH3:16])[CH:17]1[CH2:18][CH2:19]2.[CH3:22][OH:23].[CH:24]([Cl:25])([Cl:26])[Cl:27]>>[CH3:1][C:2]12[C:3](=[O:21])[NH:4][CH2:5][CH:6]1[CH:7]1[CH2:8][C:9](=[CH2:24])[C:10]3=[CH:11][C:12](=[O:20])[CH:13]=[CH:14][C:15]3([CH3:16])[CH:17]1[CH2:18][CH2:19]2. The reactants are CCc1n[nH]c(CCOc2cccc(S(C)=O)c2)c1Oc1cc(C#N)cc(C#N)c1, CO, O. Product: CCc1n[nH]c(CCOc2cccc(S(C)(=O)=O)c2)c1Oc1cc(C#N)cc(C#N)c1. RXN SMILES: [CH2:1]([CH3:2])[c:3]1[n:4][nH:5][c:6]([CH2:19][CH2:20][O:21][c:22]2[cH:23][c:24]([S:28](=[O:29])[CH3:30])[cH:25][cH:26][cH:27]2)[c:7]1[O:8][c:9]1[cH:10][c:11]([C:17]#[N:18])[cH:12][c:13]([C:14]#[N:15])[cH:16]1.[CH3:31][OH:32].[OH2:33]>>[CH2:1]([CH3:2])[c:3]1[n:4][nH:5][c:6]([CH2:19][CH2:20][O:21][c:22]2[cH:23][c:24]([S:28](=[O:29])([CH3:30])=[O:32])[cH:25][cH:26][cH:27]2)[c:7]1[O:8][c:9]1[cH:10][c:11]([C:17]#[N:18])[cH:12][c:13]([C:14]#[N:15])[cH:16]1. Starting materials: CCCI, CN(C)C=O, [H-], [Na+], C1CCOC1, c1cc(-c2n[nH]c(-c3ccncc3)n2)ccn1. The product is CCCn1nc(-c2ccncc2)nc1-c1ccncc1. RXN SMILES: [CH2:25]([CH2:26][CH3:27])[I:28].[CH3:20][N:21]([CH3:22])[CH:23]=[O:24].[H-:18].[Na+:19].[O:29]1[CH2:30][CH2:31][CH2:32][CH2:33]1.[n:1]1[cH:2][cH:3][c:4](-[c:7]2[n:8][nH:9][c:10](-[c:12]3[cH:13][cH:14][n:15][cH:16][cH:17]3)[n:11]2)[cH:5][cH:6]1>>[n:1]1[cH:2][cH:3][c:4](-[c:7]2[n:8]([CH2:25][CH2:26][CH3:27])[n:9][c:10](-[c:12]3[cH:13][cH:14][n:15][cH:16][cH:17]3)[n:11]2)[cH:5][cH:6]1. Starting materials: CN1CCOCC1, CN(C)c1ccncc1, NC1CC1, Cc1ccccc1C1N(CC(=O)F)C(=O)CC(c2cccc(Cl)c2)C12C(=O)Nc1cc(Cl)ccc12, C1CCOC1. Product: Cc1ccccc1C1N(CC(=O)NC2CC2)C(=O)CC(c2cccc(Cl)c2)C12C(=O)Nc1cc(Cl)ccc12. As a reaction SMILES: [CH3:40][N:41]1[CH2:42][CH2:43][O:44][CH2:45][CH2:46]1.[CH3:47][N:48]([CH3:49])[c:50]1[cH:51][cH:52][n:53][cH:54][cH:55]1.[CH:36]1([NH2:39])[CH2:37][CH2:38]1.[Cl:1][c:2]1[cH:3][cH:4][c:5]2[c:9]([cH:10]1)[NH:8][C:7](=[O:11])[C:6]21[CH:12]([c:29]2[c:30]([CH3:35])[cH:31][cH:32][cH:33][cH:34]2)[N:13]([CH2:25][C:26](=[O:27])[F:28])[C:14](=[O:24])[CH2:15][CH:16]1[c:17]1[cH:18][c:19]([Cl:23])[cH:20][cH:21][cH:22]1.[O:56]1[CH2:57][CH2:58][CH2:59][CH2:60]1>>[Cl:1][c:2]1[cH:3][cH:4][c:5]2[c:9]([cH:10]1)[NH:8][C:7](=[O:11])[C:6]21[CH:12]([c:29]2[c:30]([CH3:35])[cH:31][cH:32][cH:33][cH:34]2)[N:13]([CH2:25][C:26](=[O:27])[NH:39][CH:36]2[CH2:37][CH2:38]2)[C:14](=[O:24])[CH2:15][CH:16]1[c:17]1[cH:18][c:19]([Cl:23])[cH:20][cH:21][cH:22]1. Reactants: [N-]=[N+]=[N-], [Na+], CN(C)C=O, O, Cc1ccc(S(=O)(=O)OCCCOc2ccc3[nH]nc(S(=O)(=O)c4cccc5ccccc45)c3c2)cc1. The product is [N-]=[N+]=NCCCOc1ccc2[nH]nc(S(=O)(=O)c3cccc4ccccc34)c2c1. As a reaction SMILES: [N-:2]=[N+:3]=[N-:4].[Na+:1].[O:43]=[CH:44][N:45]([CH3:46])[CH3:47].[OH2:42].[c:5]1([S:15](=[O:16])(=[O:17])[c:18]2[n:19][nH:20][c:21]3[cH:22][cH:23][c:24]([O:27][CH2:28][CH2:29][CH2:30][O:31][S:32]([c:33]4[cH:34][cH:35][c:36]([CH3:37])[cH:38][cH:39]4)(=[O:40])=[O:41])[cH:25][c:26]23)[cH:6][cH:7][cH:8][c:9]2[cH:10][cH:11][cH:12][cH:13][c:14]12>>[N:2](=[N+:3]=[N-:4])[CH2:30][CH2:29][CH2:28][O:27][c:24]1[cH:23][cH:22][c:21]2[nH:20][n:19][c:18]([S:15]([c:5]3[cH:6][cH:7][cH:8][c:9]4[cH:10][cH:11][cH:12][cH:13][c:14]34)(=[O:16])=[O:17])[c:26]2[cH:25]1.